Task: describe an organic reaction: reactants, conditions, products, and yield. Dataset: the Open Reaction Database (ORD), a public repository of structured organic reaction records Reactants: C(#N)C=1C=C(C(=O)O)C=CC1 (3-cyanobenzoic acid), C(=O)(C=1NC=CN1)C=1NC=CN1 (carbonyl-diimidazole), C1=CC=C(C=C1)[C@H](CO)N (R-phenylglycinol). Yields the product C(#N)C=1C=C(C(=O)N(CCO)C2=CC=CC=C2)C=CC1 (3-cyanobenzoylphenylglycinol). As a reaction SMILES: [C:1]([C:3]1[CH:4]=[C:5]([CH:9]=[CH:10][CH:11]=1)[C:6]([OH:8])=O)#[N:2].[C:12](C1NC=CN=1)([C:14]1[NH:15]C=CN=1)=[O:13].[CH:24]1[CH:29]=[CH:28][C:27]([C@@H](N)CO)=[CH:26][CH:25]=1>>[C:1]([C:3]1[CH:4]=[C:5]([CH:9]=[CH:10][CH:11]=1)[C:6]([N:15]([C:27]1[CH:26]=[CH:25][CH:24]=[CH:29][CH:28]=1)[CH2:14][CH2:12][OH:13])=[O:8])#[N:2]. Reported procedure: By solution phase srategy: Typically 3-cyanobenzoic acid is activated with carbonyl-diimidazole and reacted with R-phenylglycinol to give 3-cyanobenzoylphenylglycinol. Reaction with a trichloroacetimidate and BF3 etherate, (4), gives an ether. Reaction of the cyano group with HCl in ethanol followed by ammonia in ethanol gives the amidino compound. Starting materials: NCCNCCN (diethylenetriamine), C(C)(C)(C)OC(=O)ON=C(C#N)C1=CC=CC=C1 (2-(tert-butoxycarbonyloximino)-2-phenylacetonitrile). Solvent: O1CCCC1 (tetrahydrofuran), O1CCCC1 (THF). Conditions: temperature 0 celsius, time 1 hour. Yields the product C(C)(C)(C)OC(=O)NCCNCCNC(=O)OC(C)(C)C (bis(2-tert-butoxycarbonylaminoethyl)amine). Yield: 96.5%. RXN SMILES: [NH2:1][CH2:2][CH2:3][NH:4][CH2:5][CH2:6][NH2:7].[C:8]([O:12][C:13]([O:15]N=C(C1C=CC=CC=1)C#N)=O)([CH3:11])([CH3:10])[CH3:9]>O1CCCC1>[C:8]([O:12][C:13]([NH:1][CH2:2][CH2:3][NH:4][CH2:5][CH2:6][NH:7][C:13]([O:12][C:8]([CH3:9])([CH3:10])[CH3:11])=[O:15])=[O:15])([CH3:11])([CH3:10])[CH3:9]. Reported procedure: A solution of diethylenetriamine (0.42 g; 4.1 mmol) in tetrahydrofuran (THF; 5 ml) is stirred at 0° C. under nitrogen for 20 minutes. A solution of 2-(tert-butoxycarbonyloximino)-2-phenylacetonitrile (Boc-ON; 2.04 g; 8.2 mmol) in THF (5 ml) is then added dropwise and the reaction mixture is stirred at 0° C. for 1 hour. The solvent is eliminated at reduced pressure and the resulting residue is purified by silica gel column chromatography with methanol-ammonium hydroxide 100:3. 1.2 g (yield 96%) o... Starting materials: O=C(Cl)c1ccc(Br)cc1, Cc1ccc(N2CCNCC2)c(C)c1, CCOC(C)=O, [Na+], C1CCOC1, [OH-]. Product: Cc1ccc(N2CCN(C(=O)c3ccc(Br)cc3)CC2)c(C)c1. RXN SMILES: [Br:6][c:7]1[cH:8][cH:9][c:10]([C:11](=[O:12])[Cl:13])[cH:14][cH:15]1.[CH3:16][c:17]1[c:18]([N:24]2[CH2:25][CH2:26][NH:27][CH2:28][CH2:29]2)[cH:19][cH:20][c:21]([CH3:23])[cH:22]1.[CH3:32][CH2:33][O:34][C:35](=[O:36])[CH3:37].[Na+:31].[O:1]1[CH2:2][CH2:3][CH2:4][CH2:5]1.[OH-:30]>>[Br:6][c:7]1[cH:8][cH:9][c:10]([C:11](=[O:12])[N:27]2[CH2:26][CH2:25][N:24]([c:18]3[c:17]([CH3:16])[cH:22][c:21]([CH3:23])[cH:20][cH:19]3)[CH2:29][CH2:28]2)[cH:14][cH:15]1. Reactants: COC1=CC=C(C=C1)O (4-Methoxy-phenol), FC1=C(C=C(C=C1)C)[N+](=O)[O-] (1-fluoro-4-methyl-2-nitrobenzene), C1(O)=CC=C(O)C=C1 (hydroquinone). Product: COC1=CC=C(OC2=C(C=C(C=C2)C)[N+](=O)[O-])C=C1 (1-(4-Methoxy-phenoxy)-4-methyl-2-nitro-benzene). As a reaction SMILES: [CH3:1][O:2][C:3]1[CH:8]=[CH:7][C:6]([OH:9])=[CH:5][CH:4]=1.F[C:11]1[CH:16]=[CH:15][C:14]([CH3:17])=[CH:13][C:12]=1[N+:18]([O-:20])=[O:19].C1(C=CC(O)=CC=1)O>>[CH3:1][O:2][C:3]1[CH:8]=[CH:7][C:6]([O:9][C:11]2[CH:16]=[CH:15][C:14]([CH3:17])=[CH:13][C:12]=2[N+:18]([O-:20])=[O:19])=[CH:5][CH:4]=1. Procedure: 4-Methoxy-phenol was reacted with 1-fluoro-4-methyl-2-nitrobenzene according to the procedure from Example 122a substituting 4-methoxy-phenol for hydroquinone to provide the title compound.